Dataset: the Open Reaction Database (ORD), a public repository of structured organic reaction records. Task: describe an organic reaction: reactants, conditions, products, and yield Reactants: O.NN (hydrazine hydrate), COC(C1=C(C(=C(C(=C1Cl)Cl)Cl)Cl)C#N)=O (3,4,5,6-tetrachloro-2-cyanobenzoic acid methyl ester), C(C)(=O)O (acetic acid). Run in CO (methanol), CO (methanol). Run at temperature 10 celsius, time 2 hour. Yields the product ClC1=C2C(NC(C2=C(C(=C1Cl)Cl)Cl)=O)=NN (4,5,6,7-tetrachloro-isoindolin-1-on- 3-ylidene hydrazine). As a reaction SMILES: CO[C:3](=[O:16])[C:4]1[C:9]([Cl:10])=[C:8]([Cl:11])[C:7]([Cl:12])=[C:6]([Cl:13])[C:5]=1[C:14]#[N:15].O.[NH2:18][NH2:19].C(O)(=O)C>CO>[Cl:13][C:6]1[C:7]([Cl:12])=[C:8]([Cl:11])[C:9]([Cl:10])=[C:4]2[C:5]=1[C:14](=[N:18][NH2:19])[NH:15][C:3]2=[O:16] |f:1.2|. Procedure: 119.6 g of 3,4,5,6-tetrachloro-2-cyanobenzoic acid methyl ester are dissolved in 600 ml of methanol and 70.6 g of a 30.6% strength methanolic solution of Na methylate. The solution is cooled to 10° C and is added dropwise at 10° C to a solution of 200 ml of hydrazine hydrate in 400 ml of methanol. A yellowish precipitate is formed. The reaction mixture is stirred at room temperature for 2 hours and is then warmed to 35° C over the course of 30 minutes and 200 ml of glacial acetic acid are added ...